This data is from the Open Reaction Database (ORD), a public repository of structured organic reaction records. The task is: describe an organic reaction: reactants, conditions, products, and yield The reactants are COC1=CC(=CC2=CC=CC=C12)NC(=O)C1=CNC2=CC=CC=C2C1=O (N-(4-methoxy-2-naphthyl)-4-oxo-1H-quinoline-3-carboxamide), B(Br)(Br)Br (BBr3). The solvent is C(Cl)Cl (DCM). Product: OC1=CC(=CC2=CC=CC=C12)NC(=O)C1=CNC2=CC=CC=C2C1=O (N-(4-hydroxy-2-naphthyl)-4-oxo-1H-quinoline-3-carboxamide). As a reaction SMILES: C[O:2][C:3]1[C:12]2[C:7](=[CH:8][CH:9]=[CH:10][CH:11]=2)[CH:6]=[C:5]([NH:13][C:14]([C:16]2[C:25](=[O:26])[C:24]3[C:19](=[CH:20][CH:21]=[CH:22][CH:23]=3)[NH:18][CH:17]=2)=[O:15])[CH:4]=1.B(Br)(Br)Br>C(Cl)Cl>[OH:2][C:3]1[C:12]2[C:7](=[CH:8][CH:9]=[CH:10][CH:11]=2)[CH:6]=[C:5]([NH:13][C:14]([C:16]2[C:25](=[O:26])[C:24]3[C:19](=[CH:20][CH:21]=[CH:22][CH:23]=3)[NH:18][CH:17]=2)=[O:15])[CH:4]=1. Procedure details: To a solution of N-(4-methoxy-2-naphthyl)-4-oxo-1H-quinoline-3-carboxamide (73 mg, 0.21 mmol) in DCM (4 mL) was added BBr3 (1.1 mL, 11.64 mmol) dropwise at −78° C. After the addition was complete the cooling bath was removed and the resulting reaction mixture was warmed to room temperature and then was heated to 50° C. for 2 h, cooled to −10° C. and quenched with saturated solution of NaHCO3. The aqueous layer was extracted with DCM and the combined organic layer was dried over MgSO4, filtered a...